Dataset: the Open Reaction Database (ORD), a public repository of structured organic reaction records. Task: describe an organic reaction: reactants, conditions, products, and yield Reactants: FC1=C(CNC2CCN(CC2)C)C=C(C=C1)C=1C=C2C=CNC2=CC1 ([2-fluoro-5-(1H-indol-5-yl)-benzyl]-(1-methyl-piperidin-4-yl)-amine), FC1=CC=C(C=O)C=C1 (4-fluorobenzaldehyde), C(C)(=O)O[BH-](OC(C)=O)OC(C)=O.[Na+] (Sodium triacetoxyborohydride), C([O-])(O)=O.[Na+] (sodium bicarbonate). Solvent: ClCCCl (1,2-dichloroethane), C(C)(=O)O (acetic acid), ClCCl (dichloromethane). Run at time 8 hour. The product is FC1=CC=C(CN(C2CCN(CC2)C)CC2=C(C=CC(=C2)C=2C=C3C=CNC3=CC2)F)C=C1 ((4-Fluoro-benzyl)-[2-fluoro-5-(1H-indol-5-yl)-benzyl]-(1-methyl-piperidin-4-yl)-amine). Isolated yield 70.4%. Reaction SMILES: C(O[BH-](OC(=O)C)OC(=O)C)(=O)C.[Na+].[F:15][C:16]1[CH:30]=[CH:29][C:28]([C:31]2[CH:32]=[C:33]3[C:37](=[CH:38][CH:39]=2)[NH:36][CH:35]=[CH:34]3)=[CH:27][C:17]=1[CH2:18][NH:19][CH:20]1[CH2:25][CH2:24][N:23]([CH3:26])[CH2:22][CH2:21]1.[F:40][C:41]1[CH:48]=[CH:47][C:44]([CH:45]=O)=[CH:43][CH:42]=1.C(=O)(O)[O-].[Na+]>ClCCCl.ClCCl.C(O)(=O)C>[F:40][C:41]1[CH:48]=[CH:47][C:44]([CH2:45][N:19]([CH2:18][C:17]2[CH:27]=[C:28]([C:31]3[CH:32]=[C:33]4[C:37](=[CH:38][CH:39]=3)[NH:36][CH:35]=[CH:34]4)[CH:29]=[CH:30][C:16]=2[F:15])[CH:20]2[CH2:21][CH2:22][N:23]([CH3:26])[CH2:24][CH2:25]2)=[CH:43][CH:42]=1 |f:0.1,4.5|. Procedure: Sodium triacetoxyborohydride (470 mg, 2.23 mmol) and then enough acetic acid to bring the pH to 5 were added to a solution of [2-fluoro-5-(1H-indol-5-yl)-benzyl]-(1-methyl-piperidin-4-yl)-amine (250 mg, 0.74 mmol) and 4-fluorobenzaldehyde (183 mg, 1.48 mmol) in 15 mL of 1,2-dichloroethane. The mixture was stirred at ambient temperature overnight, and then it was diluted with dichloromethane, and neutralized with the careful addition of saturated sodium bicarbonate solution. The organic phase was... Reactants: C(C)(=O)SCC(C(=O)N1[C@H](C(=O)O)CCC1)CCCNC(C(F)(F)F)=O (1-[2-Acetylthiomethyl-5-(trifluoroacetylamino)pentanoyl]-L-proline). Solvent: N (ammonia). Reaction conditions: time 1 hour. Yields the product NCCCC(C(=O)N1[C@H](C(=O)O)CCC1)CS (1-(5-Amino-2-mercaptomethylpentanoyl)-L-proline). As a reaction SMILES: C([S:4][CH2:5][CH:6]([CH2:17][CH2:18][CH2:19][NH:20]C(=O)C(F)(F)F)[C:7]([N:9]1[CH2:16][CH2:15][CH2:14][C@H:10]1[C:11]([OH:13])=[O:12])=[O:8])(=O)C>N>[NH2:20][CH2:19][CH2:18][CH2:17][CH:6]([CH2:5][SH:4])[C:7]([N:9]1[CH2:16][CH2:15][CH2:14][C@H:10]1[C:11]([OH:13])=[O:12])=[O:8]. Procedure details: 1-[2-Acetylthiomethyl-5-(trifluoroacetylamino)pentanoyl]-L-proline (1 g.) is dissolved in concentrated ammonia (20 ml.) under a blanket of argon and the solution is kept at room temperature for one hour. The excess ammonia is removed in vacuo and the residue is applied to a column of Dowex 50 in the hydrogen cycle. The column is washed with water and the 1-(5-amino-2-mercaptomethylpentanoyl)-L-proline is eluted with a 2 M buffer of pyridine-acetic acid at pH 6.5. Rf =0.5 [CHCl3, MeOH, 38% AcOH (... Reactants: CNC (dimethylamine), C1CCOC1 (THF), CCN(C(C)C)C(C)C (DIPEA), CCN=C=NCCCN(C)C (EDCI), C=1C=CC2=C(C1)N=NN2O (HOBt), C1(=CC=CC=C1)S(=O)(=O)NC=1C=C(C=CC1)[C@H](CNC(CCN1C=CC2=CC(=CC=C12)C(=O)O)(C)C)O (1-{3-[(R)-2-[3-(phenylsulphonylamino)-phenyl]-2-hydroxy-ethylamino]-3-methyl-butyl}-1H-indole-5-carboxylic acid). The solvent is CN(C)C=O (DMF). Run at time 60 minute. Yields the product CN(C(=O)C=1C=C2C=CN(C2=CC1)CCC(C)(C)NC[C@H](O)C1=CC(=CC=C1)NS(=O)(=O)C1=CC=CC=C1)C (1-{3-[(R)-2-[3-(phenylsulphonylamino)-phenyl]-2-hydroxy-ethylamino]-3-methyl-butyl}-1H-indole-5-carboxylic acid-dimethylamide). RXN SMILES: C[CH2:2][N:3]=[C:4]=NCCCN(C)C.C1C=CC2N(O)N=NC=2C=1.[C:22]1([S:28]([NH:31][C:32]2[CH:33]=[C:34]([C@@H:38]([OH:58])[CH2:39][NH:40][C:41]([CH3:57])([CH3:56])[CH2:42][CH2:43][N:44]3[C:52]4[C:47](=CC(C(O)=O)=C[CH:51]=4)[CH:46]=[CH:45]3)[CH:35]=[CH:36][CH:37]=2)(=[O:30])=[O:29])[CH:27]=[CH:26][CH:25]=[CH:24][CH:23]=1.CCN(C(C)C)C(C)C.CNC.[CH2:71]1[CH2:75][O:74][CH2:73][CH2:72]1>CN(C=O)C>[CH3:2][N:3]([CH3:4])[C:73]([C:72]1[CH:71]=[C:75]2[C:45](=[CH:46][CH:47]=1)[N:44]([CH2:43][CH2:42][C:41]([NH:40][CH2:39][C@@H:38]([C:34]1[CH:35]=[CH:36][CH:37]=[C:32]([NH:31][S:28]([C:22]3[CH:27]=[CH:26][CH:25]=[CH:24][CH:23]=3)(=[O:29])=[O:30])[CH:33]=1)[OH:58])([CH3:56])[CH3:57])[CH:52]=[CH:51]2)=[O:74]. Procedure: EDCI (75 mg, 0.39 mmol) and HOBt (49 mg, 0.36 mmol) are added to a solution of 1-{3-[(R)-2-[3-(phenylsulphonylamino)-phenyl]-2-hydroxy-ethylamino]-3-methyl-butyl}-1H-indole-5-carboxylic acid-hydrotrifluoroacetate (Example 6; 100 mg, 0.16 mmol) in 2 ml DMF. Then the reaction mixture is stirred for 60 minutes at RT and combined with DIPEA (66 μl, 0.39 mmol). After 10 minutes stirring at RT a solution of dimethylamine in THF (2.0M; 2.5 ml, 5.0 mmol) is added. After 22 hours stirring at RT the solve... Reactants: O=C1C2=C(OCC3=C1C=C(C=C3)C#N)C=CC=C2 (6,11-dihydro-11-oxodibenz[b,e]oxepin-9-carbonitrile), C(C)(=O)O (acetic acid), Cl (hydrochloric acid). Run in O (water). Yields the product O=C1C2=C(OCC3=C1C=C(C=C3)C(=O)O)C=CC=C2 (6,11-Dihydro-11-oxodibenz[b,e]oxepin-9-carboxylic Acid). RXN SMILES: [O:1]=[C:2]1[C:8]2[CH:9]=C(C#N)[CH:11]=[CH:12][C:7]=2[CH2:6][O:5][C:4]2[CH:15]=[CH:16][CH:17]=[CH:18][C:3]1=2.[C:19]([OH:22])(=[O:21])[CH3:20].Cl>O>[O:1]=[C:2]1[C:8]2[CH:9]=[C:20]([C:19]([OH:22])=[O:21])[CH:11]=[CH:12][C:7]=2[CH2:6][O:5][C:4]2[CH:15]=[CH:16][CH:17]=[CH:18][C:3]1=2. Reported procedure: Reflux a mixture of 7.43 gm. (0.0316 mole) of 6,11-dihydro-11-oxodibenz[b,e]oxepin-9-carbonitrile, 130 ml. of acetic acid, 13 ml. of water and 13 ml. of concentrated hydrochloric acid for 156 hours. Cool the reaction mixture, separate the solids by filtration and dry (yield 6.20 gm., m.p. 264°-269° C.). Recrystallize from acetic acid to obtain the title product (m.p. 270.5°-271.5° C.). Reactants: C=1C=CC2=C(C1)N=NN2O (HOBt), NC=1C=NC=CC1 (3-aminopyridine), Intermediate 15, Cl.FC1=C(OC2CCNCC2)C=C(C=C1)F (4-(2,5-difluoro-phenoxy)-piperidine hydrochloride), CCN(C(C)C)C(C)C (DIPEA), N1=CC(=CC=C1)N1N=NC(=C1)C(=O)NCC(=O)O ([(1-pyridin-3-yl-1H-[1,2,3]triazole-4-carbonyl)-amino]-acetic acid), Intermediate 64, CCN=C=NCCCN(C)C (EDCI). The solvent is O (water), CN(C)C=O (DMF). Conditions: time 2 minute. Product: FC1=C(OC2CCN(CC2)C(CNC(=O)C=2N=NN(C2)C=2C=NC=CC2)=O)C=C(C=C1)F (1-pyridin-3-yl-1H-[1,2,3]triazole-4-carboxylic acid {2-[4-(2,5-difluoro-phenoxy)-piperidin-1-yl]-2-oxo-ethyl}-amide). The yield is 46.5%. Reaction SMILES: CCN(C(C)C)C(C)C.[N:10]1[CH:15]=[CH:14][CH:13]=[C:12]([N:16]2[CH:20]=[C:19]([C:21]([NH:23][CH2:24][C:25]([OH:27])=O)=[O:22])[N:18]=[N:17]2)[CH:11]=1.NC1C=NC=CC=1.C1C=CC2N(O)N=NC=2C=1.CCN=C=NCCCN(C)C.Cl.[F:57][C:58]1[CH:70]=[CH:69][C:68]([F:71])=[CH:67][C:59]=1[O:60][CH:61]1[CH2:66][CH2:65][NH:64][CH2:63][CH2:62]1>CN(C=O)C.O>[F:57][C:58]1[CH:70]=[CH:69][C:68]([F:71])=[CH:67][C:59]=1[O:60][CH:61]1[CH2:62][CH2:63][N:64]([C:25](=[O:27])[CH2:24][NH:23][C:21]([C:19]2[N:18]=[N:17][N:16]([C:12]3[CH:11]=[N:10][CH:15]=[CH:14][CH:13]=3)[CH:20]=2)=[O:22])[CH2:65][CH2:66]1 |f:5.6|. Procedure details: DIPEA (135.9 mg, 1.05 mmol) was added to a stirred solution of [(1-pyridin-3-yl-1H-[1,2,3]triazole-4-carbonyl)-amino]-acetic acid (prepared by the method used for the synthesis of Intermediate 64, starting from 3-aminopyridine, and subsequently, application of Step 3 of the General Scheme) (65 mg, 0.26 mmol) in DMF (2 mL) followed by HOBt (39 mg, 0.29 mmol) and EDCI (101 mg, 0.52 mmol). After 2 minutes of stirring, 4-(2,5-difluoro-phenoxy)-piperidine hydrochloride (prepared by the method used fo... Starting materials: C1(=CC=CC=C1)N=C=O (phenyl isocyanate), [OH-].[Na+] (sodium hydroxide), CS(=O)C (dimethyl sulfoxide), S(O)(O)(=O)=O (sulfuric acid). Run in C(C)(=O)O (acetic acid). Conditions: temperature 50 celsius. Yields the product NC1=CC=CC=C1 (aniline), CSCC1=C(N)C=CC=C1 (2-methylthiomethylaniline). The yield is 55.8%. As a reaction SMILES: [CH3:1][S:2]([CH3:4])=O.S(=O)(=O)(O)O.[C:10]1([N:16]=C=O)[CH:15]=[CH:14][CH:13]=[CH:12][CH:11]=1.[OH-].[Na+]>C(O)(=O)C>[NH2:16][C:10]1[CH:15]=[CH:14][CH:13]=[CH:12][CH:11]=1.[CH3:1][S:2][CH2:4][C:11]1[CH:12]=[CH:13][CH:14]=[CH:15][C:10]=1[NH2:16] |f:3.4|. Procedure: To a solution of 7.60 g (0.0974 moles) of dry dimethyl sulfoxide in 70 ml of dry acetic acid at 0° C. and under a nitrogen atmosphere, was slowly added 9.76 g (0.0959 moles) of 100% sulfuric acid. The temperature rose to 15° C. The ice bath was removed and 9.9843 g (0.0838 moles) of phenyl isocyanate was added dropwise. An immediate evolution of gas began, which subsided after approximately fifteen minutes. After thirty minutes at room temperature, the reaction mixture was warmed to 50° C. for a...